This data is from the Open Reaction Database (ORD), a public repository of structured organic reaction records. The task is: describe an organic reaction: reactants, conditions, products, and yield The reactants are BrC1=C(C=C(C=C1)[N+](=O)[O-])CO ((2-bromo-5-nitrophenyl) methan-1-ol), [Cr](=O)(=O)([O-])Cl.[NH+]1=CC=CC=C1 (pyridinium chlorochromate). Run in C(Cl)Cl (methylene chloride). Product: BrC1=C(C=O)C=C(C=C1)[N+](=O)[O-] (2-Bromo-5-nitrobenzaldehyde). RXN SMILES: [Br:1][C:2]1[CH:7]=[CH:6][C:5]([N+:8]([O-:10])=[O:9])=[CH:4][C:3]=1[CH2:11][OH:12].[Cr](Cl)([O-])(=O)=O.[NH+]1C=CC=CC=1>C(Cl)Cl>[Br:1][C:2]1[CH:7]=[CH:6][C:5]([N+:8]([O-:10])=[O:9])=[CH:4][C:3]=1[CH:11]=[O:12] |f:1.2|. Procedure: To a stirring solution of (2-bromo-5-nitrophenyl) methan-1-ol (1 eq) in methylene chloride (0.1 M) at room temperature was added pyridinium chlorochromate (2 eq). After 2 hr the reaction mixture was filtered through celite and the product was purified by flash chromatography (15% EtOAc/Hexane). EI-MS m/z 230 (M+H)+.